This data is from the Open Reaction Database (ORD), a public repository of structured organic reaction records. The task is: describe an organic reaction: reactants, conditions, products, and yield The reactants are C1(=CC=CC=C1)S(=O)(=O)N1C(=CC2=CC=CC=C12)C(C=C)O (1-(1-benzenesulfonyl-1H-indol-2-yl)-allyl alcohol), C(C1=CC=CC=C1)(=O)Cl (benzoyl chloride). The solvent is N1=CC=CC=C1 (pyridine). Run at temperature 20 celsius, time 1 hour. The product is C1(=CC=CC=C1)S(=O)(=O)N1C(=CC2=CC=CC=C12)C(C=C)OC(C1=CC=CC=C1)=O (Benzoic Acid 1-(1-benzenesulfonyl-1H-indol-2-yl)-allyl Ester). Reaction SMILES: [C:1]1([S:7]([N:10]2[C:18]3[C:13](=[CH:14][CH:15]=[CH:16][CH:17]=3)[CH:12]=[C:11]2[CH:19]([OH:22])[CH:20]=[CH2:21])(=[O:9])=[O:8])[CH:6]=[CH:5][CH:4]=[CH:3][CH:2]=1.[C:23](Cl)(=[O:30])[C:24]1[CH:29]=[CH:28][CH:27]=[CH:26][CH:25]=1>N1C=CC=CC=1>[C:1]1([S:7]([N:10]2[C:18]3[C:13](=[CH:14][CH:15]=[CH:16][CH:17]=3)[CH:12]=[C:11]2[CH:19]([O:22][C:23](=[O:30])[C:24]2[CH:29]=[CH:28][CH:27]=[CH:26][CH:25]=2)[CH:20]=[CH2:21])(=[O:8])=[O:9])[CH:2]=[CH:3][CH:4]=[CH:5][CH:6]=1. Procedure details: To a stirred solution of 10.0 g of 1-(1-benzenesulfonyl-1H-indol-2-yl)-allyl alcohol (32 mmol) in 100 ml of pyridine were added dropwise 5.6 ml benzoyl chloride (48 mmol) at 10° C. The mixture was stirred for an additional 1 h at 20° C. Most of the pyridine was distilled off, the residue was given in portions to 300 ml of ice water. The pH was adjusted to 2–3 with conc. HCl. The water was distilled off and the residue was dissolved in 100 ml of diethyl ether. After about 1 h the product crystall...